Dataset: the Open Reaction Database (ORD), a public repository of structured organic reaction records. Task: describe an organic reaction: reactants, conditions, products, and yield Reactants: BrC1=C2N=CC=NC2=C(C=C1)Br (5,8-dibromo-quinoxaline), C(=O)([O-])[O-].[Na+].[Na+] (Na2CO3), COC=1C=C(C=C(C1)OC)B(O)O (3,5-dimethoxyphenylboronic acid). The reagents and catalysts are C1=CC=C(C=C1)P([C-]2C=CC=C2)C3=CC=CC=C3.C1=CC=C(C=C1)P([C-]2C=CC=C2)C3=CC=CC=C3.Cl[Pd]Cl.[Fe+2] (PdCl2(dppf)). Run in C1(=CC=CC=C1)C (toluene), CCOC(=O)C (EtOAc), O (H2O), CCO (EtOH). Conditions: temperature 105 celsius, time 2 hour. Yields the product BrC1=C2N=CC=NC2=C(C=C1)C1=CC(=CC(=C1)OC)OC (5-Bromo-8-(3,5-dimethoxy-phenyl)-quinoxaline). Yield: 70.7%. Reaction SMILES: [CH3:1][O:2][C:3]1[CH:4]=[C:5](B(O)O)[CH:6]=[C:7]([O:9][CH3:10])[CH:8]=1.Br[C:15]1[CH:24]=[CH:23][C:22]([Br:25])=[C:21]2[C:16]=1[N:17]=[CH:18][CH:19]=[N:20]2.C([O-])([O-])=O.[Na+].[Na+]>CCO.C1(C)C=CC=CC=1.CCOC(C)=O.O.C1C=CC(P(C2C=CC=CC=2)[C-]2C=CC=C2)=CC=1.C1C=CC(P(C2C=CC=CC=2)[C-]2C=CC=C2)=CC=1.Cl[Pd]Cl.[Fe+2]>[Br:25][C:22]1[CH:23]=[CH:24][C:15]([C:5]2[CH:4]=[C:3]([O:2][CH3:1])[CH:8]=[C:7]([O:9][CH3:10])[CH:6]=2)=[C:16]2[C:21]=1[N:20]=[CH:19][CH:18]=[N:17]2 |f:2.3.4,9.10.11.12|. Procedure details: A mixture of 3,5-dimethoxyphenylboronic acid (Step 1.8) (3.38 g, 18.6 mmol) in EtOH (15 mL) was added dropwise to a mixture of 5,8-dibromo-quinoxaline (Step 1.5) (10.7 g, 37.1 mmol, 2 equiv), PdCl2(dppf) (530 mg, 0.7 mmol, 0.03 equiv), Na2CO3 (2 M solution in H2O, 37 mL, 74.3 mmol, 4 equiv) in toluene (100 mL) at 105° C., under an argon atmosphere. The reaction mixture was stirred at 105° C. for 2 h, allowed to cool to rt, diluted with EtOAc and H2O, filtered through a pad of celite and extracte... Starting materials: Br, COc1cc(Cl)c(O)c(C(C)=O)c1, O, P. Yields the product CC(=O)c1cc(O)cc(Cl)c1O. Reaction SMILES: [BrH:16].[C:1]([CH3:2])(=[O:3])[c:4]1[c:5]([OH:13])[c:6]([Cl:12])[cH:7][c:8]([O:10][CH3:11])[cH:9]1.[OH2:15].[P:14]>>[C:1]([CH3:2])(=[O:3])[c:4]1[c:5]([OH:13])[c:6]([Cl:12])[cH:7][c:8]([OH:10])[cH:9]1. The reactants are CCCn1c(CCO[Si](c2ccccc2)(c2ccccc2)C(C)(C)C)cn(Cc2ccc(C)cc2)c1=O, C1CCOC1, CCCC[N+](CCCC)(CCCC)CCCC, CCOC(C)=O, [F-], O. Yields the product CCCn1c(CCO)cn(Cc2ccc(C)cc2)c1=O. Reaction SMILES: [C:1]([Si:2]([c:3]1[cH:4][cH:5][cH:26][cH:27][cH:28]1)([O:6][CH2:7][CH2:8][c:9]1[n:10]([CH2:23][CH2:24][CH3:25])[c:11](=[O:22])[n:12]([CH2:14][c:15]2[cH:16][cH:17][c:18]([CH3:21])[cH:19][cH:20]2)[cH:13]1)[c:29]1[cH:30][cH:31][cH:32][cH:33][cH:34]1)([CH3:35])([CH3:36])[CH3:37].[CH2:63]1[O:64][CH2:65][CH2:66][CH2:67]1.[CH3:39][CH2:40][CH2:41][CH2:42][N+:43]([CH2:44][CH2:45][CH2:46][CH3:47])([CH2:48][CH2:49][CH2:50][CH3:51])[CH2:52][CH2:53][CH2:54][CH3:55].[CH3:56][CH2:57][O:58][C:59]([CH3:60])=[O:61].[F-:38].[OH2:62]>>[OH:6][CH2:7][CH2:8][c:9]1[n:10]([CH2:23][CH2:24][CH3:25])[c:11](=[O:22])[n:12]([CH2:14][c:15]2[cH:16][cH:17][c:18]([CH3:21])[cH:19][cH:20]2)[cH:13]1. Starting materials: ClC1=C(C=CC(=C1)OC)B(O)O (2-chloro-4-methoxyphenylboronic acid), C(=O)([O-])[O-].[Na+].[Na+] (Na2CO3), BrC1=CN=C(C=C1C#N)C(F)(F)F (5-bromo-2-trifluoromethyl-isonicotinonitrile). The reagents and catalysts are C=1C=CC(=CC1)[P](C=2C=CC=CC2)(C=3C=CC=CC3)[Pd]([P](C=4C=CC=CC4)(C=5C=CC=CC5)C=6C=CC=CC6)([P](C=7C=CC=CC7)(C=8C=CC=CC8)C=9C=CC=CC9)[P](C=1C=CC=CC1)(C=1C=CC=CC1)C=1C=CC=CC1 (Pd(PPh3)4). The solvent is O1CCOCC1 (dioxane), O (water). Reaction conditions: temperature 85 celsius, time 6 hour. Yields the product ClC1=C(C=CC(=C1)OC)C1=CN=C(C=C1C#N)C(F)(F)F (5-(2-chloro-4-methoxy-phenyl)-2-trifluoromethylisonicotinonitrile). The yield is 41.9%. RXN SMILES: Br[C:2]1[C:7]([C:8]#[N:9])=[CH:6][C:5]([C:10]([F:13])([F:12])[F:11])=[N:4][CH:3]=1.[Cl:14][C:15]1[CH:20]=[C:19]([O:21][CH3:22])[CH:18]=[CH:17][C:16]=1B(O)O.C([O-])([O-])=O.[Na+].[Na+]>O1CCOCC1.O.C1C=CC([P]([Pd]([P](C2C=CC=CC=2)(C2C=CC=CC=2)C2C=CC=CC=2)([P](C2C=CC=CC=2)(C2C=CC=CC=2)C2C=CC=CC=2)[P](C2C=CC=CC=2)(C2C=CC=CC=2)C2C=CC=CC=2)(C2C=CC=CC=2)C2C=CC=CC=2)=CC=1>[Cl:14][C:15]1[CH:20]=[C:19]([O:21][CH3:22])[CH:18]=[CH:17][C:16]=1[C:2]1[C:7]([C:8]#[N:9])=[CH:6][C:5]([C:10]([F:13])([F:12])[F:11])=[N:4][CH:3]=1 |f:2.3.4,^1:42,44,63,82|. Reported procedure: To a mixture of 5-bromo-2-trifluoromethyl-isonicotinonitrile 1-1 (2.51 g, mmol) in dioxane (3.3 mL) and water (3.3 mL), were added 2-chloro-4-methoxyphenylboronic acid (2.3 g, 12.5 mmol) and Na2CO3 (6.3 g). The mixture was purged with nitrogen gas for 10 min, then Pd(PPh3)4 (1.2 g, 1.0 mmol) was added. The mixture was stirred in a sealed vessel at 85° C. for 6 hrs, then extracted by ethyl acetate. The organic layer was washed with water, dried over MgSO4. Concentration and purification by silica... Reactants: [BH4-], CCCCCCC(C)(C)c1ccc(C2CC(=O)CCN2C(=O)OCC)c(OCc2ccccc2)c1, CO, [Na+], C1CCOC1. Yields the product CCCCCCC(C)(C)c1ccc(C2CC(O)CCN2C(=O)OCC)c(OCc2ccccc2)c1. As a reaction SMILES: [BH4-:36].[CH2:1]([CH3:2])[O:3][C:4](=[O:5])[N:6]1[CH:7]([c:13]2[c:14]([O:28][CH2:29][c:30]3[cH:31][cH:32][cH:33][cH:34][cH:35]3)[cH:15][c:16]([C:19]([CH2:20][CH2:21][CH2:22][CH2:23][CH2:24][CH3:25])([CH3:26])[CH3:27])[cH:17][cH:18]2)[CH2:8][C:9](=[O:12])[CH2:10][CH2:11]1.[CH3:38][OH:39].[Na+:37].[O:40]1[CH2:41][CH2:42][CH2:43][CH2:44]1>>[CH2:1]([CH3:2])[O:3][C:4](=[O:5])[N:6]1[CH:7]([c:13]2[c:14]([O:28][CH2:29][c:30]3[cH:31][cH:32][cH:33][cH:34][cH:35]3)[cH:15][c:16]([C:19]([CH2:20][CH2:21][CH2:22][CH2:23][CH2:24][CH3:25])([CH3:26])[CH3:27])[cH:17][cH:18]2)[CH2:8][CH:9]([OH:12])[CH2:10][CH2:11]1.